The task is: describe an organic reaction: reactants, conditions, products, and yield. This data is from the Open Reaction Database (ORD), a public repository of structured organic reaction records. The solvent is C(Cl)Cl (DCM). Conditions: time 4 hour. Reported procedure: To a solution of (5-tosyl-5H-pyrrolo[2,3-b]pyrazin-2-yl)methanol (35.8 g, 118 mmol) in DCM (600 mL) was added SOCl2 (21.5 mL, 295 mmol). After about 4 h at ambient temperature, additional SOCl2 (8.60 mL, 118 mmol) was added. After about 16 h, the reaction was concentrated under reduced pressure and washed with saturated aqueous NaHCO3 (1000 mL). The organic layer was dried over anhydrous Na2SO4, filtered, and concentrated under reduced pressure. The resulting residue was dissolved in DCM (600 mL... The yield is 84.3%. The product is N(=[N+]=[N-])CC=1N=C2C(=NC1)N(C=C2)S(=O)(=O)C2=CC=C(C)C=C2 (2-(azidomethyl)-5-tosyl-5H-pyrrolo[2,3-b]pyrazine). As a reaction SMILES: [S:1]([N:11]1[C:15]2=[N:16][CH:17]=[C:18]([CH2:20]O)[N:19]=[C:14]2[CH:13]=[CH:12]1)([C:4]1[CH:10]=[CH:9][C:7]([CH3:8])=[CH:6][CH:5]=1)(=[O:3])=[O:2].O=S(Cl)Cl.[N-:26]=[N+:27]=[N-:28].[Na+].CCOC(C)=O>C(Cl)Cl>[N:26]([CH2:20][C:18]1[N:19]=[C:14]2[CH:13]=[CH:12][N:11]([S:1]([C:4]3[CH:10]=[CH:9][C:7]([CH3:8])=[CH:6][CH:5]=3)(=[O:3])=[O:2])[C:15]2=[N:16][CH:17]=1)=[N+:27]=[N-:28] |f:2.3|. Starting materials: S(=O)(=O)(C1=CC=C(C)C=C1)N1C=CC=2C1=NC=C(N2)CO ((5-tosyl-5H-pyrrolo[2,3-b]pyrazin-2-yl)methanol), O=S(Cl)Cl (SOCl2), O=S(Cl)Cl (SOCl2), [N-]=[N+]=[N-].[Na+] (NaN3), O=S(Cl)Cl (SOCl2), CCOC(=O)C (EtOAc). Starting materials: C1=C(C=CC2=CC=CC=C12)OC1=C(C=CC=C1)N (2-(2-naphthalenyloxy)benzenamine), C(OC(Cl)(Cl)Cl)([O-])[O-] (trichloromethyl orthoformate), resultant mixture. Run in C1(=CC=CC=C1)C (toluene). Yields the product N(=C=O)C1=C(OC2=CC3=CC=CC=C3C=C2)C=CC=C1 (2-(2-isocyanatophenoxy)naphthalene). As a reaction SMILES: [CH:1]1[C:10]2[C:5](=[CH:6][CH:7]=[CH:8][CH:9]=2)[CH:4]=[CH:3][C:2]=1[O:11][C:12]1[CH:17]=[CH:16][CH:15]=[CH:14][C:13]=1[NH2:18].[CH:19]([O-])([O-])[O:20]C(Cl)(Cl)Cl>C1(C)C=CC=CC=1>[N:18]([C:13]1[CH:14]=[CH:15][CH:16]=[CH:17][C:12]=1[O:11][C:2]1[CH:3]=[CH:4][C:5]2[C:10](=[CH:9][CH:8]=[CH:7][CH:6]=2)[CH:1]=1)=[C:19]=[O:20]. Procedure: To a solution of the title compound of Step B (7.6 g, 32.3 mmol) in 150 mL of toluene was added trichloromethyl orthoformate (6.40 g, 32.3 mmol) at room temperature. The resultant mixture was then heated at reflux overnight. The reaction mixture was then concentrated under reduced pressure to yield the title compound of Step C as an oil which was then used entirely in Step D. Reaction SMILES: [F:1][C:2]1[CH:7]=[CH:6][C:5]([C:8]2[CH:13]=[CH:12][N:11]3[C:14]([C:17]4[CH:18]=[C:19]([NH2:23])[CH:20]=[CH:21][CH:22]=4)=[CH:15][N:16]=[C:10]3[CH:9]=2)=[CH:4][CH:3]=1.Br[C:25]1[CH:30]=[CH:29][N:28]=[CH:27][CH:26]=1.Cl.CC([O-])(C)C.[Na+].N#N>O1CCOCC1.C1C=CC(/C=C/C(/C=C/C2C=CC=CC=2)=O)=CC=1.C1C=CC(/C=C/C(/C=C/C2C=CC=CC=2)=O)=CC=1.C1C=CC(/C=C/C(/C=C/C2C=CC=CC=2)=O)=CC=1.[Pd].[Pd]>[F:1][C:2]1[CH:3]=[CH:4][C:5]([C:8]2[CH:13]=[CH:12][N:11]3[C:14]([C:17]4[CH:18]=[C:19]([NH:23][C:25]5[CH:30]=[CH:29][N:28]=[CH:27][CH:26]=5)[CH:20]=[CH:21][CH:22]=4)=[CH:15][N:16]=[C:10]3[CH:9]=2)=[CH:6][CH:7]=1 |f:3.4,7.8.9.10.11|. Reported procedure: A mixture 3-[7-(4-fluoro-phenyl)-imidazo[1,2-a]pyridin-3-yl]-phenylamine (200 mg, 0.65 mmol), 4-bromopyridine.HCl (130 mg, 0.67 mmol), (±)-Binap (63 mg, 0.1 mmol) and NaOtBu (250 mg, 2.6 mmol) in dry dioxane (3 ml) was deoxygenated by evacuation/refill with N2 (×3). Pd2(dba)3 (30 mg, 0.03 mmol) was added and the mixture was deoxygenated again (×3). The reaction was stirred and heated at 100° C. for 18 hours under N2. The mixture was partitioned between CH2Cl2/H2O, then filtered. The layers were ... The reactants are FC1=CC=C(C=C1)C1=CC=2N(C=C1)C(=CN2)C=2C=C(C=CC2)N (3-[7-(4-fluoro-phenyl)-imidazo[1,2-a]pyridin-3-yl]-phenylamine), Cl (HCl), (±)-Binap, CC(C)(C)[O-].[Na+] (NaOtBu), N#N (N2), BrC1=CC=NC=C1 (4-bromopyridine). Reaction conditions: temperature 100 celsius. The reagents and catalysts are C=1C=CC(=CC1)/C=C/C(=O)/C=C/C2=CC=CC=C2.C=1C=CC(=CC1)/C=C/C(=O)/C=C/C2=CC=CC=C2.C=1C=CC(=CC1)/C=C/C(=O)/C=C/C2=CC=CC=C2.[Pd].[Pd] (Pd2(dba)3). The solvent is O1CCOCC1 (dioxane). Yields the product FC1=CC=C(C=C1)C1=CC=2N(C=C1)C(=CN2)C=2C=C(C=CC2)NC2=CC=NC=C2 ({3-[7-(4-Fluoro-phenyl)-imidazo[1,2-a]pyridin-3-yl]-phenyl}-pyridin-4-yl-amine). Starting materials: O=C([O-])[O-], CCOC(=O)c1csc(CBr)n1, COc1cc(F)c(F)cc1-c1ccc(O)cc1, [I-], [K+], [K+], [K+], CN(C)C=O, O. Product: CCOC(=O)c1csc(COc2ccc(-c3cc(F)c(F)cc3OC)cc2)n1. RXN SMILES: [C:30](=[O:31])([O-:32])[O-:33].[CH2:1]([CH3:2])[O:3][C:4](=[O:5])[c:6]1[n:7][c:8]([CH2:11][Br:12])[s:9][cH:10]1.[F:13][c:14]1[cH:15][c:16]([O:28][CH3:29])[c:17](-[c:21]2[cH:22][cH:23][c:24]([OH:27])[cH:25][cH:26]2)[cH:18][c:19]1[F:20].[I-:37].[K+:34].[K+:35].[K+:36].[O:38]=[CH:39][N:40]([CH3:41])[CH3:42].[OH2:43]>>[CH2:1]([CH3:2])[O:3][C:4](=[O:5])[c:6]1[n:7][c:8]([CH2:11][O:27][c:24]2[cH:23][cH:22][c:21](-[c:17]3[c:16]([O:28][CH3:29])[cH:15][c:14]([F:13])[c:19]([F:20])[cH:18]3)[cH:26][cH:25]2)[s:9][cH:10]1.